From a dataset of the Open Reaction Database (ORD), a public repository of structured organic reaction records. describe an organic reaction: reactants, conditions, products, and yield The reactants are NC1=CC2=C(CCN(CC2)C[C@H](C(F)(F)F)O)C=C1 ((R)-3-(7-amino-1,2,4,5-tetrahydro-benzo[d]azepin-3-yl)-1,1,1-trifluoro-propan-2-ol), ClC1=NC=C(C(=N1)NC1=C(C(=O)NC)C=CC=C1F)Cl (2-(2,5-dichloro-pyrimidin-4-ylamino)-3-fluoro-N-methyl-benzamide). Product: ClC=1C(=NC(=NC1)NC1=CC2=C(CCN(CC2)C[C@H](C(F)(F)F)O)C=C1)NC1=C(C(=O)NC)C=CC=C1F (2-{5-Chloro-2-[3-((R)-3,3,3-trifluoro-2-hydroxy-propyl)-2,3,4,5-tetrahydro-1H-benzo[d]azepin-7-ylamino]-pyrimidin-4-ylamino}-3-fluoro-N-methyl-benzamide), foam. Isolated yield 24.0%. As a reaction SMILES: [NH2:1][C:2]1[CH:19]=[CH:18][C:5]2[CH2:6][CH2:7][N:8]([CH2:11][C@@H:12]([OH:17])[C:13]([F:16])([F:15])[F:14])[CH2:9][CH2:10][C:4]=2[CH:3]=1.Cl[C:21]1[N:26]=[C:25]([NH:27][C:28]2[C:37]([F:38])=[CH:36][CH:35]=[CH:34][C:29]=2[C:30]([NH:32][CH3:33])=[O:31])[C:24]([Cl:39])=[CH:23][N:22]=1>>[Cl:39][C:24]1[C:25]([NH:27][C:28]2[C:37]([F:38])=[CH:36][CH:35]=[CH:34][C:29]=2[C:30]([NH:32][CH3:33])=[O:31])=[N:26][C:21]([NH:1][C:2]2[CH:19]=[CH:18][C:5]3[CH2:6][CH2:7][N:8]([CH2:11][C@@H:12]([OH:17])[C:13]([F:16])([F:14])[F:15])[CH2:9][CH2:10][C:4]=3[CH:3]=2)=[N:22][CH:23]=1. Procedure details: 2-{5-Chloro-2-[3-((R)-3,3,3-trifluoro-2-hydroxy-propyl)-2,3,4,5-tetrahydro-1H-benzo[d]azepin-7-ylamino]-pyrimidin-4-ylamino}-3-fluoro-N-methyl-benzamide was prepared from (R)-3-(7-amino-1,2,4,5-tetrahydro-benzo[d]azepin-3-yl)-1,1,1-trifluoro-propan-2-ol and 2-(2,5-dichloro-pyrimidin-4-ylamino)-3-fluoro-N-methyl-benzamide in an analogous manner to Example 328. Product isolated as a white foam (36 mg, 24%). LCMS (m/e) 553 (M+1); 1H-NMR (CDCl3, 400 MHz) δ 8.78 (s, 1H), 8.09 (s, 1H), 7.38-7.26 (m, 3... The reactants are FC(C1=CC=C(N)C=C1)(F)F (4-trifluoromethylaniline), N(=O)[O-].[Na+] (sodium nitrite), diazonium salt, Cl (hydrochloric acid), [H-].[Na+] (sodium hydride), [H][H] (hydrogen), COC1=CC=C(C=C1)C=1N=C(NC1C1=CC=C(C=C1)OC)S (4,5-bis(4-methoxyphenyl)-2-mercaptoimidazole). The reagents and catalysts are [Cu] (copper). Run in CN(C=O)C (dimethylformamide). Run at time 30 minute. Product: COC1=CC=C(C=C1)C=1N=C(NC1C1=CC=C(C=C1)OC)SC1=CC=C(C=C1)C(F)(F)F (4,5-bis(4-methoxyphenyl)-2-(4-trifluoromethylphenylthio)imidazole). The yield is 37.1%. Reaction SMILES: [CH3:1][O:2][C:3]1[CH:8]=[CH:7][C:6]([C:9]2[N:10]=[C:11]([SH:22])[NH:12][C:13]=2[C:14]2[CH:19]=[CH:18][C:17]([O:20][CH3:21])=[CH:16][CH:15]=2)=[CH:5][CH:4]=1.[H-].[Na+].[H][H].[F:27][C:28]([F:37])([F:36])[C:29]1[CH:35]=[CH:34][C:32](N)=[CH:31][CH:30]=1.N([O-])=O.[Na+].Cl>CN(C)C=O.[Cu]>[CH3:21][O:20][C:17]1[CH:18]=[CH:19][C:14]([C:13]2[N:12]=[C:11]([S:22][C:32]3[CH:34]=[CH:35][C:29]([C:28]([F:37])([F:36])[F:27])=[CH:30][CH:31]=3)[NH:10][C:9]=2[C:6]2[CH:7]=[CH:8][C:3]([O:2][CH3:1])=[CH:4][CH:5]=2)=[CH:15][CH:16]=1 |f:1.2,5.6|. Procedure details: 6.25 g of 4,5-bis(4-methoxyphenyl)-2-mercaptoimidazole is dissolved in 150 ml of absolute dimethylformamide and combined with 0.60 g of sodium hydride (80% in oil). After the evolution of hydrogen has ceased, the solution is cooled to 0°, combined with a pinch of powdered copper, and then a diazonium salt solution, cooled to 0° and prepared from 3.26 g of 4-trifluoromethylaniline (99%), 1.38 g of sodium nitrite, as well as 10 ml of 6N hydrochloric acid, is added dropwise to the reaction mixture.... Starting materials: ICl.CC(=O)[O-].[Na+] (ICl NaOAc), ClC=1C=CC(=C(C1)N)[N+](=O)[O-] (5-chloro-2-nitro-phenylamine), C(#N)CC(=O)OCC (ethyl cyanoacetate), [N-]=C=O (isocyanate), NC=1C(=CC(=C(C1)CC#N)I)[N+](=O)[O-] ((5-amino-2-iodo-4-nitro-phenyl)-acetonitrile), iii, [Li+].[Cl-].O (LiCl H2O), O=C(OC(Cl)(Cl)Cl)Cl (diphosgene), ii. Run in C(Cl)Cl (CH2Cl2), CS(=O)C (DMSO), CC(=O)O (HOAc), C(CCC)O (BuOH), CS(=O)C (DMSO), CCOC(=O)C (EtOAc). Yields the product C(C)(C)(C)OC(NC1=C(C=C(C(=C1)CC#N)I)[N+](=O)[O-])=O ((5-Cyanomethyl-4-iodo-2-nitro-phenyl)-carbamic Acid tert.-Butyl Ester), solid. As a reaction SMILES: [N-]=[C:2]=O.[NH2:4][C:5]1[C:6]([N+:15]([O-:17])=[O:16])=[CH:7][C:8]([I:14])=[C:9]([CH2:11][C:12]#[N:13])[CH:10]=1.ClC1C=C[C:22]([N+]([O-])=O)=[C:23](N)[CH:24]=1.ICl.C[C:32]([O-:34])=[O:33].[Na+].C(CC(OCC)=O)#N.[Li+].[Cl-].O.O=C(Cl)OC(Cl)(Cl)Cl>CC(O)=O.CS(C)=O.CCOC(C)=O.C(Cl)Cl.C(O)CCC>[C:23]([O:34][C:32](=[O:33])[NH:4][C:5]1[CH:10]=[C:9]([CH2:11][C:12]#[N:13])[C:8]([I:14])=[CH:7][C:6]=1[N+:15]([O-:17])=[O:16])([CH3:22])([CH3:24])[CH3:2] |f:3.4.5,7.8.9|. Procedure: The title compound was prepared via the isocyanate from (5-amino-2-iodo-4-nitro-phenyl)-acetonitrile [prepared from 5-chloro-2-nitro-phenylamine by: i.) iodination with ICl/NaOAc in HOAc at 60° C.; ii.) reaction with ethyl cyanoacetate and KOBut in DMSO at 100° C. for 2 h.; iii.) deacarboxylation with LiCl/H2O in DMSO at 120° C. for 2.5 h] (5.15 g, 17 mmol) and diphosgene (2.05 mL, 17 mmol) in EtOAc (150 mL), followed by treatment with tert.-BuOH (25 mL) in CH2Cl2 (25 mL) according to the genera... Starting materials: BrC(Br)(Br)Br, ClCCl, COc1cc(OC)cc(Sc2ccccc2CO)c1, CCOC(C)=O, c1ccc(P(c2ccccc2)c2ccccc2)cc1. Product: COc1cc(OC)cc(Sc2ccccc2CBr)c1. Reaction SMILES: [C:39]([Br:40])([Br:41])([Br:42])[Br:43].[CH2:44]([Cl:45])[Cl:46].[CH3:1][O:2][c:3]1[cH:4][c:5]([S:11][c:12]2[c:13]([CH2:14][OH:15])[cH:16][cH:17][cH:18][cH:19]2)[cH:6][c:7]([O:9][CH3:10])[cH:8]1.[CH3:47][CH2:48][O:49][C:50](=[O:51])[CH3:52].[c:20]1([P:21]([c:22]2[cH:23][cH:24][cH:25][cH:26][cH:27]2)[c:28]2[cH:29][cH:30][cH:31][cH:32][cH:33]2)[cH:34][cH:35][cH:36][cH:37][cH:38]1>>[CH3:1][O:2][c:3]1[cH:4][c:5]([S:11][c:12]2[c:13]([CH2:14][Br:40])[cH:16][cH:17][cH:18][cH:19]2)[cH:6][c:7]([O:9][CH3:10])[cH:8]1. The reactants are Cl.C(C1=CC=CC=C1)OC=1C(=NC=C(C1)Br)NC=1SC=C(N1)C (3-(benzyloxy)-5-bromo-N-(4-methylthiazol-2-yl)pyridin-2-amine hydrochloride), C(C1=CC=CC=C1)B1C2CCCC1CCC2 (9-benzyl-9-bora-bicyclo[3.3.1]nonane), O (water). The reagents and catalysts are C1=CC=C(C=C1)P([C-]2C=CC=C2)C3=CC=CC=C3.C1=CC=C(C=C1)P([C-]2C=CC=C2)C3=CC=CC=C3.Cl[Pd]Cl.[Fe+2].ClCCl (PdCl2(dppf) dichloromethane). Solvent: CN(C)C=O (DMF). The product is Cl.C(C1=CC=CC=C1)C=1C=C(C(=NC1)NC=1SC=C(N1)C)OCC1=CC=CC=C1 (5-benzyl-3-(benzyloxy)-N-(4-methylthiazol-2-yl)pyridin-2-amine hydrochloride). The yield is 92.0%. RXN SMILES: [ClH:1].[CH2:2]([O:9][C:10]1[C:11]([NH:17][C:18]2[S:19][CH:20]=[C:21]([CH3:23])[N:22]=2)=[N:12][CH:13]=[C:14](Br)[CH:15]=1)[C:3]1[CH:8]=[CH:7][CH:6]=[CH:5][CH:4]=1.[CH2:24](B1C2CCCC1CCC2)[C:25]1[CH:30]=[CH:29][CH:28]=[CH:27][CH:26]=1.O>CN(C=O)C.C1C=CC(P(C2C=CC=CC=2)[C-]2C=CC=C2)=CC=1.C1C=CC(P(C2C=CC=CC=2)[C-]2C=CC=C2)=CC=1.Cl[Pd]Cl.[Fe+2].ClCCl>[ClH:1].[CH2:24]([C:14]1[CH:15]=[C:10]([O:9][CH2:2][C:3]2[CH:8]=[CH:7][CH:6]=[CH:5][CH:4]=2)[C:11]([NH:17][C:18]2[S:19][CH:20]=[C:21]([CH3:23])[N:22]=2)=[N:12][CH:13]=1)[C:25]1[CH:30]=[CH:29][CH:28]=[CH:27][CH:26]=1 |f:0.1,5.6.7.8.9,10.11|. Procedure: 3-(Benzyloxy)-5-bromo-N-(4-methylthiazol-2-yl)pyridin-2-amine (prepared according to Example 1) (0.125 g, 0.332 mmol), 9-benzyl-9-bora-bicyclo[3.3.1]nonane (1.99 mL, 0.997 mmol), PdCl2(dppf) dichloromethane adduct (0.0273 g, 0.0332 mmol), were placed in DMF (6 mL), and water (0.6 mL) and heated to 60° C. for 18 hours. The reaction mixture was cooled and partitioned between water and DCM. The layers were separated and the organic layer was dried, filtered, and concentrated. Crude material was pur...